From a dataset of the Open Reaction Database (ORD), a public repository of structured organic reaction records. describe an organic reaction: reactants, conditions, products, and yield The reactants are O=C([O-])O, Cc1nc(-c2ccc(C(F)(F)F)cc2)oc1CO, ClCCl, [Na+]. The product is Cc1nc(-c2ccc(C(F)(F)F)cc2)oc1C=O. As a reaction SMILES: [C:22](=[O:23])([O-:24])[OH:25].[CH3:1][c:2]1[n:3][c:4](-[c:9]2[cH:10][cH:11][c:12]([C:15]([F:16])([F:17])[F:18])[cH:13][cH:14]2)[o:5][c:6]1[CH2:7][OH:8].[Cl:19][CH2:20][Cl:21].[Na+:26]>>[CH3:1][c:2]1[n:3][c:4](-[c:9]2[cH:10][cH:11][c:12]([C:15]([F:16])([F:17])[F:18])[cH:13][cH:14]2)[o:5][c:6]1[CH:7]=[O:8]. Starting materials: [N+](=O)([O-])C=1C=C(C=CC1)C(F)(F)F (3-nitrobenzotrifluoride), NC1=NC=CC=C1 (2-aminopyridine), [OH-].[Na+] (sodium hydroxide). Solvent: CS(=O)C (DMSO). Product: [N+](=O)([O-])C1=CC(=C(C=C1)NC1=NC=CC=C1)C(F)(F)F (2-(4-nitro-2-trifluoromethylphenylamino)-pyridine). Yield: 81.0%. RXN SMILES: [N+:1]([C:4]1[CH:5]=[C:6]([C:10]([F:13])([F:12])[F:11])[CH:7]=[CH:8][CH:9]=1)([O-:3])=[O:2].[NH2:14][C:15]1[CH:20]=[CH:19][CH:18]=[CH:17][N:16]=1.[OH-].[Na+]>CS(C)=O>[N+:1]([C:4]1[CH:9]=[CH:8][C:7]([NH:14][C:15]2[CH:20]=[CH:19][CH:18]=[CH:17][N:16]=2)=[C:6]([C:10]([F:11])([F:12])[F:13])[CH:5]=1)([O-:3])=[O:2] |f:2.3|. Procedure details: 1.91 g (10 mmol) of 3-nitrobenzotrifluoride, 1.88 g (20 mmol) of 2-aminopyridine and 1.2 g (30 mmol) of sodium hydroxide in the form of microbeads are heated at 50° C. for 6 h in 30 ml of abs. DMSO while passing through dry air. After cooling, the mixture is diluted with ethyl acetate and extracted several times by shaking with water. After drying and stripping off the organic solvent, 3.8 g of crude product are obtained which is purified by chromatography on silica gel using petroleum ether and... Starting materials: ClCC=1C=CC2=C(N(C(=N2)CCCCN(CCC)CCC)S(=O)(=O)C2=CC=C(C=C2)C)C1 ({4-[6-chloromethyl-1-(toluene-4-sulfonyl)-1H-benzimidazol-2-yl]butyl}dipropylamine), C1(C=2C(C(N1)=O)=CC=CC2)=O.[K] (potassium phthalimide). The solvent is CN(C)C=O (DMF). Reaction conditions: time 2 day. Product: NCC=1C=CC2=C(NC(=N2)CCCCN(CCC)CCC)C1 ([4-(6-aminomethyl-1H-benzimidazol-2-yl)butyl]dipropylamine). Isolated yield 55.4%. RXN SMILES: Cl[CH2:2][C:3]1[CH:4]=[CH:5][C:6]2[N:10]=[C:9]([CH2:11][CH2:12][CH2:13][CH2:14][N:15]([CH2:19][CH2:20][CH3:21])[CH2:16][CH2:17][CH3:18])[N:8](S(C3C=CC(C)=CC=3)(=O)=O)[C:7]=2[CH:32]=1.C1(=O)[NH:37]C(=O)C2=CC=CC=C12.[K]>CN(C=O)C>[NH2:37][CH2:2][C:3]1[CH:4]=[CH:5][C:6]2[N:10]=[C:9]([CH2:11][CH2:12][CH2:13][CH2:14][N:15]([CH2:19][CH2:20][CH3:21])[CH2:16][CH2:17][CH3:18])[NH:8][C:7]=2[CH:32]=1 |f:1.2,^1:43|. Procedure: The compound (113 mg) obtained in Example 114-3 was dissolved in DMF (2 ml) and added with potassium phthalimide (69.0 mg), followed by stirring at room temperature for 2 days. After completion of the reaction, the solvent was distilled off under reduced pressure and the residue was then dissolved in chloroform, followed by washing with water. After extraction with chloroform, the organic layer was washed with saturated saline solution and dried with anhydrous sodium sulfate. After filtration, t... Starting materials: C(C1=CC=CC=C1)OC1=CC=C(C=C1)NC1=C(C(=O)O)C=C(C=C1)OC (2-(4-benzyloxyphenylamino)-5-methoxybenzoic acid), C[Li] (methyllithium), ( a ). Product: C(C1=CC=CC=C1)OC1=CC=C(C=C1)NC1=C(C=C(C=C1)OC)C(C)=O (1-[2-(4-Benzyloxyphenylamino)-5-methoxyphenyl]ethanone). Reaction SMILES: [CH2:1]([O:8][C:9]1[CH:14]=[CH:13][C:12]([NH:15][C:16]2[CH:24]=[CH:23][C:22]([O:25][CH3:26])=[CH:21][C:17]=2C(O)=O)=[CH:11][CH:10]=1)C1C=CC=CC=1.C[Li]>>[CH2:1]([O:8][C:9]1[CH:14]=[CH:13][C:12]([NH:15][C:16]2[CH:24]=[CH:23][C:22]([O:25][CH3:26])=[CH:21][C:17]=2[C:9](=[O:8])[CH3:10])=[CH:11][CH:10]=1)[C:16]1[CH:24]=[CH:23][CH:22]=[CH:21][CH:17]=1. Reported procedure: 1-[2-(4-Benzyloxyphenylamino)-5-methoxyphenyl]ethanone [XIII; R=5-CH3O, OR°=4-OCH2C6H5, R"=H] was prepared by reduction of 2-(4-benzyloxyphenylamino)-5-methoxybenzoic acid (Example 1A, part a) with methyllithium according to the procedure of Example 5, part (a), and obtained in the form of a yellow-orange powder, m.p. 80°-81.5° C. when recrystallized from toluene.